From a dataset of the Open Reaction Database (ORD), a public repository of structured organic reaction records. describe an organic reaction: reactants, conditions, products, and yield The reactants are [Al+3], O=C(Cl)c1ccccc1, COc1ccc2occ(C)c2c1, [Cl-], [Cl-], [Cl-], C[N+](=O)[O-], O. Product: COc1ccc2oc(C(=O)c3ccccc3)c(C)c2c1. As a reaction SMILES: [Al+3:27].[C:13]([c:14]1[cH:15][cH:16][cH:17][cH:18][cH:19]1)(=[O:20])[Cl:21].[CH3:1][O:2][c:3]1[cH:4][cH:5][c:6]2[c:7]([c:8]([CH3:11])[cH:9][o:10]2)[cH:12]1.[Cl-:26].[Cl-:28].[Cl-:29].[N+:22]([CH3:23])([O-:24])=[O:25].[OH2:30]>>[CH3:1][O:2][c:3]1[cH:4][cH:5][c:6]2[c:7]([c:8]([CH3:11])[c:9]([C:13]([c:14]3[cH:15][cH:16][cH:17][cH:18][cH:19]3)=[O:20])[o:10]2)[cH:12]1. Starting materials: Cc1n[nH]c2cc(Nc3nc(N4CCC5(CC4)CNC(=O)O5)c4occc4n3)ccc12, CO, Clc1nc(Cl)c2occc2n1, [Na+], O=C1NCC2(CCNCC2)O1, [OH-]. Product: Cc1n[nH]c2cc(Nc3nc(N4CCC(O)(CN)CC4)c4occc4n3)ccc12. RXN SMILES: [CH3:1][c:2]1[n:3][nH:4][c:5]2[cH:6][c:7]([NH:11][c:12]3[n:13][c:14]([N:21]4[CH2:22][CH2:23][C:24]5([CH2:25][NH:26][C:27](=[O:29])[O:28]5)[CH2:30][CH2:31]4)[c:15]4[c:16]([n:17]3)[cH:18][cH:19][o:20]4)[cH:8][cH:9][c:10]12.[CH3:56][OH:57].[Cl:32][c:33]1[n:34][c:35]([Cl:36])[c:37]2[o:38][cH:39][cH:40][c:41]2[n:42]1.[Na+:55].[O:43]1[C:44]2([CH2:45][CH2:46][NH:47][CH2:48][CH2:49]2)[CH2:50][NH:51][C:52]1=[O:53].[OH-:54]>>[CH3:1][c:2]1[n:3][nH:4][c:5]2[cH:6][c:7]([NH:11][c:12]3[n:13][c:14]([N:21]4[CH2:22][CH2:23][C:24]([CH2:25][NH2:26])([OH:28])[CH2:30][CH2:31]4)[c:15]4[c:16]([n:17]3)[cH:18][cH:19][o:20]4)[cH:8][cH:9][c:10]12.